Task: describe an organic reaction: reactants, conditions, products, and yield. Dataset: the Open Reaction Database (ORD), a public repository of structured organic reaction records Reactants: ClC1=NC(=C(N=C1)C1=CC=CC=C1)C1=CC=CC=C1 (2-chloro-5,6-diphenylpyrazine), O1C(CCCC1)OCCCC#C (5-(2-tetrahydropyranyloxy)-1-pentyne). Reagents/catalysts: Cl[Pd]([P](C1=CC=CC=C1)(C2=CC=CC=C2)C3=CC=CC=C3)([P](C4=CC=CC=C4)(C5=CC=CC=C5)C6=CC=CC=C6)Cl (dichlorobis(triphenylphosphine)palladium), [Cu]I (copper (I) iodide). Run in C(C)N(CC)CC (triethylamine). Conditions: temperature 80 celsius, time 8 hour. The product is C1(=CC=CC=C1)C=1N=CC(=NC1C1=CC=CC=C1)C#CCCCOC1OCCCC1 (5,6-diphenyl-2-[5-(2-tetrahydropyranyloxy)-1-pentyn-1-yl]pyrazine). The yield is 75.8%. RXN SMILES: Cl[C:2]1[CH:7]=[N:6][C:5]([C:8]2[CH:13]=[CH:12][CH:11]=[CH:10][CH:9]=2)=[C:4]([C:14]2[CH:19]=[CH:18][CH:17]=[CH:16][CH:15]=2)[N:3]=1.[O:20]1[CH2:25][CH2:24][CH2:23][CH2:22][CH:21]1[O:26][CH2:27][CH2:28][CH2:29][C:30]#[CH:31]>C(N(CC)CC)C.Cl[Pd](Cl)([P](C1C=CC=CC=1)(C1C=CC=CC=1)C1C=CC=CC=1)[P](C1C=CC=CC=1)(C1C=CC=CC=1)C1C=CC=CC=1.[Cu]I>[C:8]1([C:5]2[N:6]=[CH:7][C:2]([C:31]#[C:30][CH2:29][CH2:28][CH2:27][O:26][CH:21]3[CH2:22][CH2:23][CH2:24][CH2:25][O:20]3)=[N:3][C:4]=2[C:14]2[CH:19]=[CH:18][CH:17]=[CH:16][CH:15]=2)[CH:13]=[CH:12][CH:11]=[CH:10][CH:9]=1 |^1:41,60|. Reported procedure: To a solution of 1.58 g of 2-chloro-5,6-diphenylpyrazine in 10 ml of triethylamine, 1.20 g of 5-(2-tetrahydropyranyloxy)-1-pentyne, 208 mg of dichlorobis(triphenylphosphine)palladium (II) and 56 mg of copper (I) iodide were added, followed by stirring under an argon atmosphere at 80° C. for 8 hours. The solvent was evaporated under reduced pressure and the residue was dissolved in diethyl ether, and then the insoluble matter was removed by filtration through celite. After the solvent was evapora...